This data is from the Open Reaction Database (ORD), a public repository of structured organic reaction records. The task is: describe an organic reaction: reactants, conditions, products, and yield Starting materials: NC1=C2C=C[C@H]3[C@@H]4CCC([C@@]4(C)CC[C@@H]3[C@]2(CCC1=O)C)=O (4-aminoandrosta-4,6-dien-3,17-dione), C(C)OC(=O)Cl (ethylchlorocarbonate). Run in N1=CC=CC=C1 (pyridine). Reaction conditions: time 30 minute. Yields the product C(C)OC(=O)NC1=C2C=C[C@H]3[C@@H]4CCC([C@@]4(C)CC[C@@H]3[C@]2(CCC1=O)C)=O (4-ethoxycarbonylaminoandrosta-4,6-dien-3,17-dione). As a reaction SMILES: [NH2:1][C:2]1[C:19](=[O:20])[CH2:18][CH2:17][C@@:16]2([CH3:21])[C:3]=1[CH:4]=[CH:5][C@@H:6]1[C@@H:15]2[CH2:14][CH2:13][C@@:11]2([CH3:12])[C@H:7]1[CH2:8][CH2:9][C:10]2=[O:22].[CH2:23]([O:25][C:26](Cl)=[O:27])[CH3:24]>N1C=CC=CC=1>[CH2:23]([O:25][C:26]([NH:1][C:2]1[C:19](=[O:20])[CH2:18][CH2:17][C@@:16]2([CH3:21])[C:3]=1[CH:4]=[CH:5][C@@H:6]1[C@@H:15]2[CH2:14][CH2:13][C@@:11]2([CH3:12])[C@H:7]1[CH2:8][CH2:9][C:10]2=[O:22])=[O:27])[CH3:24]. Procedure details: To a stirred solution of 3.0 g of 4-aminoandrosta-4,6-dien-3,17-dione in 15 ml of dry pyridine, cooled to 0° to -5° C., 1.25 ml of ethylchlorocarbonate are added dropwise. The mixture is cooled and stirred for 30 minutes and then, after the temperature is left to rise to 20° C., it is quenched in 100 ml of water. The mixture is extracted several times with ethyl acetate, washed with aqueous sodium chloride solution until neutral and dried. The solvent is then distilled in vacuo to obtaind 3.2 g ... Starting materials: COC1=CC=C(C2=C(C=CC=C12)C)C=O (4-methoxy-8-methyl-1-naphthaldehyde), CC(C)=CC (2-methyl-2-butene), [O-]Cl=O.[Na+] (NaClO2), NaH2PO4. Solvent: CC(C)(C)O (tBuOH), O (water). The product is COC1=CC=C(C2=C(C=CC=C12)C)C(=O)O (4-Methoxy-8-methyl-1-naphthoic acid). Reaction SMILES: [CH3:1][O:2][C:3]1[C:12]2[C:7](=[C:8]([CH3:13])[CH:9]=[CH:10][CH:11]=2)[C:6]([CH:14]=[O:15])=[CH:5][CH:4]=1.CC(=CC)C.[O-:21]Cl=O.[Na+]>CC(O)(C)C.O>[CH3:1][O:2][C:3]1[C:12]2[C:7](=[C:8]([CH3:13])[CH:9]=[CH:10][CH:11]=2)[C:6]([C:14]([OH:21])=[O:15])=[CH:5][CH:4]=1 |f:2.3|. Procedure: To a solution of 4-methoxy-8-methyl-1-naphthaldehyde (above Step-4 intermediate) (4.4 g, 22 mmol) in tBuOH (50 mL) and 2-methyl-2-butene (23.3 mL, 220 mmol) at 0° C. was added, a solution of NaClO2 (6.0 g, 66 mmol) and NaH2PO4 (9.1 g, 66 mmol) in water (40 mL) drop wise and the reaction mixture was stirred at RT overnight. After completion (TLC), the solvent was evaporated and the residue was basified with 10% NaOH solution and washed with CH2Cl2 (2×50 mL). The aqueous layer was then acidified w... Reactants: ClC1=NC(=NC(=N1)NCC1CCCCC1)NC1=CC(=C(C=C1)OC)F (6-Chloro-N-cyclohexylmethyl-N′-(3-fluoro-4-methoxy-phenyl)-[1,3,5]triazine-2,4-diamine), NCC1N(CCC1)CC (2-(aminomethyl)-1-ethylpyrrolidine), [OH-].[Na+] (NaOH), O (water). Solvent: O1CCOCC1 (1,4-dioxane), CC(=O)C (acetone). The product is [OH-].[NH4+] (ammonium hydroxide), C1(CCCCC1)CNC1=NC(=NC(=N1)NCC1N(CCC1)CC)NC1=CC(=C(C=C1)OC)F (N-Cyclohexylmethyl-N′-(1-ethyl-pyrrolidin-2-ylmethyl)-N″-(3-fluoro-4-methoxy-phenyl)-[1,3,5]triazine-2,4,6-triamine). Yield: 112.3%. Reaction SMILES: Cl[C:2]1[N:7]=[C:6]([NH:8][CH2:9][CH:10]2[CH2:15][CH2:14][CH2:13][CH2:12][CH2:11]2)[N:5]=[C:4]([NH:16][C:17]2[CH:22]=[CH:21][C:20]([O:23][CH3:24])=[C:19]([F:25])[CH:18]=2)[N:3]=1.[NH2:26][CH2:27][CH:28]1[CH2:32][CH2:31][CH2:30][N:29]1[CH2:33][CH3:34].[OH-].[Na+].O>O1CCOCC1.CC(C)=O>[OH-:23].[NH4+:3].[CH:10]1([CH2:9][NH:8][C:6]2[N:7]=[C:2]([NH:26][CH2:27][CH:28]3[CH2:32][CH2:31][CH2:30][N:29]3[CH2:33][CH3:34])[N:3]=[C:4]([NH:16][C:17]3[CH:22]=[CH:21][C:20]([O:23][CH3:24])=[C:19]([F:25])[CH:18]=3)[N:5]=2)[CH2:15][CH2:14][CH2:13][CH2:12][CH2:11]1 |f:2.3,7.8|. Procedure details: To a sample of 125 (10.02 g, 27.3 mmol) dissolved in 1,4-dioxane (150 mL) was added a solution of 2-(aminomethyl)-1-ethylpyrrolidine (4.0 mL, 27.3 mmol) in acetone (10 mL) followed by addition of NaOH (11 mL, 2.5 N, 27.3 mmol) and 27 mL of water. The reaction mixture was allowed to stir at reflux for about 2 hours. The reaction mixture was extracted 3 times with dichloromethane; the combined organic layers were washed with brine and dried over potassium carbonate. The sample was concentrated on ... Reactants: [Si](C)(C)(C(C)(C)C)C#CC1=CC(=C(S1)NC1=NC(=CC=C1)CN1CCOCC1)C(=O)N (5-{[tert-butyl(dimethyl)silyl]ethynyl}-2-{[6-(morpholin-4-ylmethyl)pyridin-2-yl]amino}thiophene-3-carboxamide), CCCC[N+](CCCC)(CCCC)CCCC.[F-] (TBAF). Run in O (water), C1CCOC1 (THF). Conditions: time 6 hour. Product: C(#C)C1=CC(=C(S1)NC1=NC(=CC=C1)CN1CCOCC1)C(=O)N (5-Ethynyl-2-{[6-(morpholin-4-ylmethyl)pyridin-2-yl]amino}thiophene-3-carboxamide). As a reaction SMILES: [Si]([C:8]#[C:9][C:10]1[S:14][C:13]([NH:15][C:16]2[CH:21]=[CH:20][CH:19]=[C:18]([CH2:22][N:23]3[CH2:28][CH2:27][O:26][CH2:25][CH2:24]3)[N:17]=2)=[C:12]([C:29]([NH2:31])=[O:30])[CH:11]=1)(C(C)(C)C)(C)C.CCCC[N+](CCCC)(CCCC)CCCC.[F-]>C1COCC1.O>[C:9]([C:10]1[S:14][C:13]([NH:15][C:16]2[CH:21]=[CH:20][CH:19]=[C:18]([CH2:22][N:23]3[CH2:24][CH2:25][O:26][CH2:27][CH2:28]3)[N:17]=2)=[C:12]([C:29]([NH2:31])=[O:30])[CH:11]=1)#[CH:8] |f:1.2|. Reported procedure: To a solution of 5-{[tert-butyl(dimethyl)silyl]ethynyl}-2-{[6-(morpholin-4-ylmethyl)pyridin-2-yl]amino}thiophene-3-carboxamide (435 mg, 0.95 mmol) in THF (15 mL) was added TBAF (1.0 M in THF, 2.38 mL, 2.38 mmol), and the reaction was stirred at room temperature for 6 h. The solution was diluted with water and extracted with EtOAc (2×). The organic extracts were dried over magnesium sulfate, filtered, combined with silica gel and evaporated. Flash chromatography (dry load, 0-10% MeOH/EtOAc) provi... The reactants are O=C([O-])[O-], BrCC=Cc1ccccc1, CC(C)=O, [K+], [K+], CC(C)(C)OC(=O)N1CCC(c2ccc(O)cc2)C(O)C1. The product is CC(C)(C)OC(=O)N1CCC(c2ccc(OCC=Cc3ccccc3)cc2)C(O)C1. As a reaction SMILES: [C:32](=[O:33])([O-:34])[O-:35].[CH2:22]([CH:23]=[CH:24][c:25]1[cH:26][cH:27][cH:28][cH:29][cH:30]1)[Br:31].[CH3:38][C:39](=[O:40])[CH3:41].[K+:36].[K+:37].[OH:1][CH:2]1[CH2:3][N:4]([C:15](=[O:16])[O:17][C:18]([CH3:19])([CH3:20])[CH3:21])[CH2:5][CH2:6][CH:7]1[c:8]1[cH:9][cH:10][c:11]([OH:14])[cH:12][cH:13]1>>[OH:1][CH:2]1[CH2:3][N:4]([C:15](=[O:16])[O:17][C:18]([CH3:19])([CH3:20])[CH3:21])[CH2:5][CH2:6][CH:7]1[c:8]1[cH:9][cH:10][c:11]([O:14][CH2:22][CH:23]=[CH:24][c:25]2[cH:26][cH:27][cH:28][cH:29][cH:30]2)[cH:12][cH:13]1. Starting materials: FC(C(=O)O)(F)F.NN=CNC=1C=C(C=CC1)C(=O)NC1=CC=C(C=C1)C(CC(=O)OC(C)(C)C)C (1,1-dimethylethyl 4-[[[3-[(aminoiminomethyl)amino]phenyl]carbonyl]amino]β-methylbenzenepropanoate, trifluoroacetate salt), C(=O)(C(F)(F)F)O (TFA). Yields the product FC(C(=O)O)(F)F.NN=CNC=1C=C(C=CC1)C(=O)NC1=CC=C(C=C1)C(CC(=O)O)C (4-[[[3-[(aminoiminomethyl)amino]phenyl]carbonyl]amino]-β-methylbenzenepropanoic acid, trifluoroacetate salt). RXN SMILES: [F:1][C:2]([F:7])([F:6])[C:3]([OH:5])=[O:4].[NH2:8][N:9]=[CH:10][NH:11][C:12]1[CH:13]=[C:14]([C:18]([NH:20][C:21]2[CH:26]=[CH:25][C:24]([CH:27]([CH3:36])[CH2:28][C:29]([O:31]C(C)(C)C)=[O:30])=[CH:23][CH:22]=2)=[O:19])[CH:15]=[CH:16][CH:17]=1.C(O)(C(F)(F)F)=O>>[F:1][C:2]([F:7])([F:6])[C:3]([OH:5])=[O:4].[NH2:8][N:9]=[CH:10][NH:11][C:12]1[CH:13]=[C:14]([C:18]([NH:20][C:21]2[CH:26]=[CH:25][C:24]([CH:27]([CH3:36])[CH2:28][C:29]([OH:31])=[O:30])=[CH:23][CH:22]=2)=[O:19])[CH:15]=[CH:16][CH:17]=1 |f:0.1,3.4|. Procedure details: The compound of Example 30 was hydrolyzed with TFA under conditions similar to those described in Example 33.